This data is from the Open Reaction Database (ORD), a public repository of structured organic reaction records. The task is: describe an organic reaction: reactants, conditions, products, and yield Reactants: CNOC, O=C(O)c1ccc(CN(Cc2ccc(F)cc2)S(=O)(=O)c2cc(Cl)cc(Cl)c2O)cc1, O=C(Cl)C(=O)Cl, ClCCl, Cl, CN(C)C=O. Product: CON(C)C(=O)c1ccc(CN(Cc2ccc(F)cc2)S(=O)(=O)c2cc(Cl)cc(Cl)c2O)cc1. As a reaction SMILES: [CH3:44][NH:45][O:46][CH3:47].[Cl:1][c:2]1[c:3]([OH:31])[c:4]([S:9](=[O:10])(=[O:11])[N:12]([CH2:13][c:14]2[cH:15][cH:16][c:17]([F:20])[cH:18][cH:19]2)[CH2:21][c:22]2[cH:23][cH:24][c:25]([C:26](=[O:27])[OH:28])[cH:29][cH:30]2)[cH:5][c:6]([Cl:8])[cH:7]1.[Cl:32][C:33]([C:34]([Cl:35])=[O:36])=[O:37].[Cl:48][CH2:49][Cl:50].[ClH:43].[O:38]=[CH:39][N:40]([CH3:41])[CH3:42]>>[Cl:1][c:2]1[c:3]([OH:31])[c:4]([S:9](=[O:10])(=[O:11])[N:12]([CH2:13][c:14]2[cH:15][cH:16][c:17]([F:20])[cH:18][cH:19]2)[CH2:21][c:22]2[cH:23][cH:24][c:25]([C:26](=[O:28])[N:45]([CH3:44])[O:46][CH3:47])[cH:29][cH:30]2)[cH:5][c:6]([Cl:8])[cH:7]1. The reactants are [H-].[Na+] (sodium hydride), [N+](=O)([O-])C=1C=C(C(=O)NC=2SC(=CN2)[N+](=O)[O-])C=CC1 (3-nitro-N-(5-nitro-2-thiazolyl)benzamide), ICC(=O)N (2-iodoacetamide). Solvent: CN(C=O)C (N,N-dimethylformamide). Yields the product [N+](=O)([O-])C=1C=C(C(=O)N=C2SC(=CN2CC(=O)N)[N+](=O)[O-])C=CC1 (2-[(3-nitrobenzoyl)imino]-5-nitro-4-thiazoline-3-acetamide). Reaction SMILES: [H-].[Na+].[N+:3]([C:6]1[CH:7]=[C:8]([CH:20]=[CH:21][CH:22]=1)[C:9]([NH:11][C:12]1[S:13][C:14]([N+:17]([O-:19])=[O:18])=[CH:15][N:16]=1)=[O:10])([O-:5])=[O:4].I[CH2:24][C:25]([NH2:27])=[O:26]>CN(C)C=O>[N+:3]([C:6]1[CH:7]=[C:8]([CH:20]=[CH:21][CH:22]=1)[C:9]([N:11]=[C:12]1[N:16]([CH2:24][C:25]([NH2:27])=[O:26])[CH:15]=[C:14]([N+:17]([O-:19])=[O:18])[S:13]1)=[O:10])([O-:5])=[O:4] |f:0.1|. Procedure: By following the procedure of Example 5, but using a dispersion of sodium hydride (2.1 g 60% w/w) in mineral oil, 3-nitro-N-(5-nitro-2-thiazolyl)benzamide (11.8 g), N,N-dimethylformamide (100 ml) and 2-iodoacetamide (11.1 g), there was obtained 2-[(3-nitrobenzoyl)imino]-5-nitro-4-thiazoline-3-acetamide, m.pt 251°-252°, after recrystallization from pyridine. Starting materials: Compound II, C(C1=CC=CC=C1)NC(=O)NN(C)CC(=O)O (2-(2-(benzylcarbamoyl)-1-methylhydrazinyl)acetic acid), N[C@@H](CCCCNC(OC(C)(C)C)=O)C(=O)N(CC1=CC=CC2=CC=CC=C12)[C@H](C(OCC)OCC)C (tert-butyl (S)-5-amino-6-(((S)-1,1-diethoxypropan-2-yl)-(naphthalen-1-ylmethyl)amino)-6-oxohexylcarbamate). Yields the product C(C1=CC=CC=C1)NC(=O)NN(C)CC(=O)N[C@@H](CCCCNC(OC(C)(C)C)=O)C(=O)N(CC1=CC=CC2=CC=CC=C12)[C@H](C(OCC)OCC)C (tert-butyl (S)-5-(2-(2-(benzylcarbamoyl)-1-methylhydrazinyl)acetamido)-6-(((S)-1,1-diethoxypropan-2-yl)(naphthalen-1-ylmethyl)amino)-6-oxohexylcarbamate). As a reaction SMILES: [CH2:1]([NH:8][C:9]([NH:11][N:12]([CH2:14][C:15]([OH:17])=O)[CH3:13])=[O:10])[C:2]1[CH:7]=[CH:6][CH:5]=[CH:4][CH:3]=1.[NH2:18][C@H:19]([C:32]([N:34]([C@@H:46]([CH3:54])[CH:47]([O:51][CH2:52][CH3:53])[O:48][CH2:49][CH3:50])[CH2:35][C:36]1[C:45]2[C:40](=[CH:41][CH:42]=[CH:43][CH:44]=2)[CH:39]=[CH:38][CH:37]=1)=[O:33])[CH2:20][CH2:21][CH2:22][CH2:23][NH:24][C:25](=[O:31])[O:26][C:27]([CH3:30])([CH3:29])[CH3:28]>>[CH2:1]([NH:8][C:9]([NH:11][N:12]([CH2:14][C:15]([NH:18][C@H:19]([C:32]([N:34]([C@@H:46]([CH3:54])[CH:47]([O:48][CH2:49][CH3:50])[O:51][CH2:52][CH3:53])[CH2:35][C:36]1[C:45]2[C:40](=[CH:41][CH:42]=[CH:43][CH:44]=2)[CH:39]=[CH:38][CH:37]=1)=[O:33])[CH2:20][CH2:21][CH2:22][CH2:23][NH:24][C:25](=[O:31])[O:26][C:27]([CH3:28])([CH3:30])[CH3:29])=[O:17])[CH3:13])=[O:10])[C:2]1[CH:3]=[CH:4][CH:5]=[CH:6][CH:7]=1. Procedure: According to the procedure described in the synthesis method of Compound II-15, 2-(2-(benzylcarbamoyl)-1-methylhydrazinyl)acetic acid (Compound VI-3) 69 mg (0.29 mmol) was coupled with tert-butyl (S)-5-amino-6-(((S)-1,1-diethoxypropan-2-yl)-(naphthalen-1-ylmethyl)amino)-6-oxohexylcarbamate (Compound IV-13) 100 mg (0.19 mmol) to obtain the title compound. Solvent: CCCCCC (hexane), C1CCOC1 (THF), CN(P(=O)(N(C)C)N(C)C)C (Hexamethylphosphoramide), C1CCOC1 (THF), C1CCOC1 (THF). Reaction conditions: temperature 0 celsius, time 2 hour. Procedure details: A 1.6 M solution of butyllithium in hexane (7.8 ml) was added to a stirred solution of diisopropylamine (1.26 g) in dry THF (10 ml) at 0° C. under an atmosphere of argon. The temperature was maintained at 0° C. for 30 minutes, and then a solution of iso-valeric acid (0.63 g) in dry THF (5 ml) was added. The solution was heated at 35° C. for 30 minutes and then cooled to ambient temperature. Hexamethylphosphoramide (HMPA) (1.11 g) was added followed by a solution of (5R,4S)-3-benzyloxycarbonyl-4-... Reaction SMILES: C([Li])CCC.C(NC(C)C)(C)C.[C:13]([OH:19])(=[O:18])[CH2:14][CH:15]([CH3:17])[CH3:16].[CH2:20]([O:27][C:28]([N:30]1[C@@H:34]([CH2:35][CH:36]2[CH2:41][CH2:40][CH2:39][CH2:38][CH2:37]2)[C@H:33]([CH2:42]I)[O:32][C:31]1([CH3:45])[CH3:44])=[O:29])[C:21]1[CH:26]=[CH:25][CH:24]=[CH:23][CH:22]=1.[Cl-].[NH4+]>CCCCCC.C1COCC1.CN(C)P(N(C)C)(N(C)C)=O>[CH2:20]([O:27][C:28]([N:30]1[C@@H:34]([CH2:35][CH:36]2[CH2:41][CH2:40][CH2:39][CH2:38][CH2:37]2)[C@H:33]([CH2:42][CH:14]([CH:15]([CH3:17])[CH3:16])[C:13]([OH:19])=[O:18])[O:32][C:31]1([CH3:44])[CH3:45])=[O:29])[C:21]1[CH:22]=[CH:23][CH:24]=[CH:25][CH:26]=1 |f:4.5|. The product is C(C1=CC=CC=C1)OC(=O)N1C(O[C@H]([C@@H]1CC1CCCCC1)CC(C(=O)O)C(C)C)(C)C ((2RS)-2-[(4S,5S)-3-benzyloxycarbonyl-4-cyclohexylmethyl-2,2-dimethyl-1,3-oxazolidin-5-yl]methyl-3-methylbutanoic acid). Starting materials: solution, C(CCC)[Li] (butyllithium), C(C)(C)NC(C)C (diisopropylamine), [Cl-].[NH4+] (ammonium chloride), C(C1=CC=CC=C1)OC(=O)N1C(O[C@H]([C@@H]1CC1CCCCC1)CI)(C)C ((5R,4S)-3-benzyloxycarbonyl-4-cyclohexylmethyl-5-iodomethyl-2,2-dimethyl-1,3-oxazolidine), C(CC(C)C)(=O)O (iso-valeric acid). Starting materials: CC(=O)OCC1=C(N2[C@@H]([C@@H](C2=O)N)SC1)C(=O)O (7-ACA), SC1=NN=CN1C (3-mercapto-4-methyl-1,2,4-triazole). The product is NC1[C@@H]2N(C(=C(CS2)CSC2=NN=CN2C)C(=O)O)C1=O (7-Amino-3-(4-methyl-1,2,4-triazol-3-ylthiomethyl)-3-cephem-4-carboxylic acid). As a reaction SMILES: CC(O[CH2:5][C:6]1[CH2:15][S:14][C@@H:9]2[C@H:10]([NH2:13])[C:11](=[O:12])[N:8]2[C:7]=1[C:16]([OH:18])=[O:17])=O.[SH:19][C:20]1[N:24]([CH3:25])[CH:23]=[N:22][N:21]=1>>[NH2:13][CH:10]1[C:11](=[O:12])[N:8]2[C:7]([C:16]([OH:18])=[O:17])=[C:6]([CH2:5][S:19][C:20]3[N:24]([CH3:25])[CH:23]=[N:22][N:21]=3)[CH2:15][S:14][C@H:9]12. Reported procedure: 7-Amino-3-(4-methyl-1,2,4-triazol-3-ylthiomethyl)-3-cephem-4-carboxylic acid was prepared from 7-ACA and 3-mercapto-4-methyl-1,2,4-triazole according to the first paragraph of Example 1. Starting materials: OCc1cc(F)cc(Br)c1, ClCCl, BrP(Br)Br. The product is Fc1cc(Br)cc(CBr)c1. Reaction SMILES: [Br:1][c:2]1[cH:3][c:4]([CH2:5][OH:6])[cH:7][c:8]([F:10])[cH:9]1.[Cl:15][CH2:16][Cl:17].[P:11]([Br:12])([Br:13])[Br:14]>>[Br:1][c:2]1[cH:3][c:4]([CH2:5][Br:12])[cH:7][c:8]([F:10])[cH:9]1. Reactants: C(C1=CC=CC=C1)OC(=O)N[C@H]1[C@H](NC1=O)CN1N=C2C(=N1)CN(C2)C(=O)OC(C)(C)C (tert-butyl 2-(((2R,3S)-3-(((benzyloxy)carbonyl)amino)-4-oxoazetidin-2-yl)methyl)-4,6-dihydropyrrolo[3,4-d][1,2,3]triazole-5(2H)-carboxylate). The reagents and catalysts are [Pd] (Pd—C). Run in CO.CCO (MeOH EtOH). Conditions: time 1.7 hour. The product is N[C@H]1[C@H](NC1=O)CN1N=C2C(=N1)CN(C2)C(=O)OC(C)(C)C (tert-Butyl 2-(((2R,3S)-3-amino-4-oxoazetidin-2-yl)methyl)-4,6-dihydropyrrolo[3,4-d][1,2,3]triazole-5(2H)-carboxylate). Reaction SMILES: C(OC([NH:11][C@@H:12]1[C:15](=[O:16])[NH:14][C@@H:13]1[CH2:17][N:18]1[N:22]=[C:21]2[CH2:23][N:24]([C:26]([O:28][C:29]([CH3:32])([CH3:31])[CH3:30])=[O:27])[CH2:25][C:20]2=[N:19]1)=O)C1C=CC=CC=1>CO.CCO.[Pd]>[NH2:11][C@@H:12]1[C:15](=[O:16])[NH:14][C@@H:13]1[CH2:17][N:18]1[N:22]=[C:21]2[CH2:23][N:24]([C:26]([O:28][C:29]([CH3:32])([CH3:31])[CH3:30])=[O:27])[CH2:25][C:20]2=[N:19]1 |f:1.2|. Procedure: Slurried tert-butyl 2-(((2R,3S)-3-(((benzyloxy)carbonyl)amino)-4-oxoazetidin-2-yl)methyl)-4,6-dihydropyrrolo[3,4-d][1,2,3]triazole-5(2H)-carboxylate (11.8 mg, 0.027 mmol) and Pd—C (5%, 2.3 mg) in MeOH/EtOH (740 μl, 1.7:1) under N2, whereupon the system was evacuated and backfilled with H2 (3×). After vigorous stirring for 1.7 h, the system was purged with N2 and the solids were filtered through a 0.45μ syringe filter. The filtrate was concentrated in vacuo and used as such without further purifi... Starting materials: CCOC(=O)c1cccc(N2CCN(C(=O)OC(C)(C)C)CC2)c1, CCO, [Na+], [OH-]. Product: CC(C)(C)OC(=O)N1CCN(c2cccc(C(=O)O)c2)CC1. Reaction SMILES: [C:1]([CH3:2])([CH3:3])([CH3:4])[O:5][C:6](=[O:7])[N:8]1[CH2:9][CH2:10][N:11]([c:14]2[cH:15][c:16]([C:20](=[O:21])[O:22][CH2:23][CH3:24])[cH:17][cH:18][cH:19]2)[CH2:12][CH2:13]1.[CH3:25][CH2:26][OH:27].[Na+:29].[OH-:28]>>[C:1]([CH3:2])([CH3:3])([CH3:4])[O:5][C:6](=[O:7])[N:8]1[CH2:9][CH2:10][N:11]([c:14]2[cH:15][c:16]([C:20](=[O:21])[OH:22])[cH:17][cH:18][cH:19]2)[CH2:12][CH2:13]1.